From a dataset of the Open Reaction Database (ORD), a public repository of structured organic reaction records. describe an organic reaction: reactants, conditions, products, and yield Reactants: [Br-], CCCc1c(Cc2ccc(-c3ccccc3C#N)cc2)c(=O)n(-c2ccc(OCC(=O)N(C)OC)cc2)c2ccnn12, C[Mg+], CCOC(C)=O, [Cl-], [NH4+], C1CCOC1. Product: CCCc1c(Cc2ccc(-c3ccccc3C#N)cc2)c(=O)n(-c2ccc(OCC(C)O)cc2)c2ccnn12. RXN SMILES: [Br-:43].[C:1](#[N:2])[c:3]1[c:4](-[c:9]2[cH:10][cH:11][c:12]([CH2:15][c:16]3[c:17](=[O:42])[n:18](-[c:28]4[cH:29][cH:30][c:31]([O:32][CH2:33][C:34](=[O:35])[N:36]([O:37][CH3:38])[CH3:39])[cH:40][cH:41]4)[c:19]4[n:20]([c:21]3[CH2:22][CH2:23][CH3:24])[n:25][cH:26][cH:27]4)[cH:13][cH:14]2)[cH:5][cH:6][cH:7][cH:8]1.[CH3:44][Mg+:45].[CH3:46][CH2:47][O:48][C:49](=[O:50])[CH3:51].[Cl-:52].[NH4+:53].[O:54]1[CH2:55][CH2:56][CH2:57][CH2:58]1>>[C:1](#[N:2])[c:3]1[c:4](-[c:9]2[cH:10][cH:11][c:12]([CH2:15][c:16]3[c:17](=[O:42])[n:18](-[c:28]4[cH:29][cH:30][c:31]([O:32][CH2:33][CH:34]([OH:35])[CH3:46])[cH:40][cH:41]4)[c:19]4[n:20]([c:21]3[CH2:22][CH2:23][CH3:24])[n:25][cH:26][cH:27]4)[cH:13][cH:14]2)[cH:5][cH:6][cH:7][cH:8]1.